describe an organic reaction: reactants, conditions, products, and yield From a dataset of the Open Reaction Database (ORD), a public repository of structured organic reaction records. Procedure details: A solution of 650 mg of N2 -[3(S)-amino-2(R)-hydroxy-4-phenylbutyl]-N -tert.butyl- L-prolinamide and 538 mg of N-(benzyloxycarbonyl)-S-methyl-L-cysteine in 20 ml of dry tetrahydrofuran was cooled in an ice/salt mixture. 270 mg of hydroxybenzotriazole, 230 mg of N-ethylmorpholine and 412 mg of dicyclohexylcarbodiimide were added andthe mixture was stirred for 16 hours. The mixture was diluted with ethyl acetate and filtered. The filtrate was washed with aqueous sodium bicarbonate solution and sod... The solvent is C(C)(=O)OCC (ethyl acetate), O1CCCC1 (tetrahydrofuran). The product is C(C)(C)(C)N1[C@H](C(=O)N)CCC1 (N1 -tert.butyl-L-prolinamide). Run at time 16 hour. As a reaction SMILES: N#N.N[C@@H](CC1C=CC=CC=1)[C@H](O)CN1CCC[C@H]1C(N[C:12]([CH3:15])([CH3:14])[CH3:13])=O.C([O:34]C(N[C@H](C(O)=O)CSC)=O)C1C=CC=CC=1.OC1[C:54]2[N:53]=N[NH:51][C:50]=2[CH:49]=[CH:48][CH:47]=1.C(N1CCOCC1)C.C1(N=C=NC2CCCCC2)CCCCC1>O1CCCC1.C(OCC)(=O)C>[C:12]([N:51]1[CH2:47][CH2:48][CH2:49][C@H:50]1[C:54]([NH2:53])=[O:34])([CH3:15])([CH3:14])[CH3:13] |f:0.1|. Reactants: OC1=CC=CC=2NN=NC21 (hydroxybenzotriazole), C(C)N1CCOCC1 (N-ethylmorpholine), C1(CCCCC1)N=C=NC1CCCCC1 (dicyclohexylcarbodiimide), N#N.N[C@H]([C@@H](CN1[C@H](C(=O)NC(C)(C)C)CCC1)O)CC1=CC=CC=C1 (N2 [3(S)-amino-2(R)-hydroxy-4-phenylbutyl]-N -tert.butyl- L-prolinamide), C(C1=CC=CC=C1)OC(=O)N[C@@H](CSC)C(=O)O (N-(benzyloxycarbonyl)-S-methyl-L-cysteine), ice. The reactants are CNCCO, Clc1nc2ccccc2s1, O. The product is CN(CCO)c1nc2ccccc2s1. Reaction SMILES: [CH3:11][NH:12][CH2:13][CH2:14][OH:15].[Cl:1][c:2]1[s:3][c:4]2[c:5]([n:6]1)[cH:7][cH:8][cH:9][cH:10]2.[OH2:16]>>[c:2]1([N:12]([CH3:11])[CH2:13][CH2:14][OH:15])[s:3][c:4]2[c:5]([n:6]1)[cH:7][cH:8][cH:9][cH:10]2. Reactants: OC1=C(C=CC=C1)C(C)=O (2'-hydroxyacetophenone), [OH-].[Na+] (NaOH), CO (MeOH), Cl (HCl). The solvent is O (water). The product is C1(=CC=CC=C1)C=CC(=O)C1=CC=CC=C1 (chalcone). As a reaction SMILES: O[C:2]1[CH:7]=[CH:6][CH:5]=[CH:4][C:3]=1[C:8](=[O:10])[CH3:9].[OH-].[Na+].CO.Cl>O>[C:3]1([CH:8]=[CH:9][C:8]([C:3]2[CH:4]=[CH:5][CH:6]=[CH:7][CH:2]=2)=[O:10])[CH:4]=[CH:5][CH:6]=[CH:7][CH:2]=1 |f:1.2|. Reported procedure: A solution of 2.50 g (19.0 mmol) of 2'-hydroxyacetophenone, 2.42 g (18.6 mmol) of phenylpropargyladehyde, 3.44 g NaOH (in 9 mL of water) and 50 mL MeOH was stirred for 16 hours before the solution was poured into 500 mL water. The resulting mixture was neutralized with dilute HCl and extracted with CH2Cl2. The solvent was removed from the organic phase. Column separation with CH2Cl2 -petroleum ether (1:1) gave a pure intermediate chalcone product. Further oxidation of the above chalcone was carr... The reactants are CN(C)C=O, CC#N, Cc1cc(S(Cl)(Cl)CF)c(C)n1-c1c(Cl)cc(C(F)(F)F)cc1Cl, O=C=NS(=O)(=O)Cl, ClCCl. Product: Cc1c(C#N)c(S(Cl)(Cl)CF)c(C)n1-c1c(Cl)cc(C(F)(F)F)cc1Cl. Reaction SMILES: [CH3:32][N:33]([CH3:34])[CH:35]=[O:36].[CH3:37][C:38]#[N:39].[Cl:1][c:2]1[c:3](-[n:13]2[c:14]([CH3:24])[c:15]([S:19]([CH2:20][F:21])([Cl:22])[Cl:23])[cH:16][c:17]2[CH3:18])[c:4]([Cl:12])[cH:5][c:6]([C:8]([F:9])([F:10])[F:11])[cH:7]1.[Cl:25][S:26](=[O:28])([N:29]=[C:30]=[O:27])=[O:31].[Cl:40][CH2:41][Cl:42]>>[Cl:1][c:2]1[c:3](-[n:13]2[c:14]([CH3:24])[c:15]([S:19]([CH2:20][F:21])([Cl:22])[Cl:23])[c:16]([C:30]#[N:29])[c:17]2[CH3:18])[c:4]([Cl:12])[cH:5][c:6]([C:8]([F:9])([F:10])[F:11])[cH:7]1. Reactants: BrC1=CC=C(C=C1)C(C)(C)N (1-(4-bromo-phenyl)-1-methyl-ethylamine), ClCCN(S(=O)(=O)C1=CC=C(C=C1)C)CCCl (N,N-bis(2-chloroethyl)-4-methylbenzene sulphonamide). Run in C(C)(C)N(CC)C(C)C (diisopropylethylamine). Product: BrC1=CC=C(C=C1)C(C)(C)N1CCN(CC1)S(=O)(=O)C1=CC=C(C=C1)C (1-[1-(4-bromo-phenyl)-1-methyl-ethyl]-4-(toluene-4-sulfonyl)-piperazine), solid. The yield is 47.0%. Reaction SMILES: [Br:1][C:2]1[CH:7]=[CH:6][C:5]([C:8]([NH2:11])([CH3:10])[CH3:9])=[CH:4][CH:3]=1.Cl[CH2:13][CH2:14][N:15]([CH2:26][CH2:27]Cl)[S:16]([C:19]1[CH:24]=[CH:23][C:22]([CH3:25])=[CH:21][CH:20]=1)(=[O:18])=[O:17]>C(N(C(C)C)CC)(C)C>[Br:1][C:2]1[CH:3]=[CH:4][C:5]([C:8]([N:11]2[CH2:27][CH2:26][N:15]([S:16]([C:19]3[CH:20]=[CH:21][C:22]([CH3:25])=[CH:23][CH:24]=3)(=[O:18])=[O:17])[CH2:14][CH2:13]2)([CH3:9])[CH3:10])=[CH:6][CH:7]=1. Procedure: To a solution of 1-(4-bromo-phenyl)-1-methyl-ethylamine (400 mg, 1.84 mmol) in diisopropylethylamine (4 mL) was added N,N-bis(2-chloroethyl)-4-methylbenzene sulphonamide (500 mg, 1.68 mmol) and the reaction subjected to microwave irradiation at 150° C. for 9 h afterwhich time the reaction was concentrated in vacuo and the crude residue purified by reverse phase preparative HPLC-MS to afford 1-[1-(4-bromo-phenyl)-1-methyl-ethyl]-4-(toluene-4-sulfonyl)-piperazine as a peach solid (375 mg, 47%). Reactants: O=C(CBr)c1ccc(OC(F)F)cc1, CC(C)(C)[O-], CCOC(C)=O, [K+], CN(C)C=O, O, COC(=O)c1ccc[nH]1. Product: COC(=O)c1cccn1CC(=O)c1ccc(OC(F)F)cc1. RXN SMILES: [Br:16][CH2:17][C:18](=[O:19])[c:20]1[cH:21][cH:22][c:23]([O:26][CH:27]([F:28])[F:29])[cH:24][cH:25]1.[CH3:1][C:2]([CH3:3])([O-:4])[CH3:5].[CH3:35][CH2:36][O:37][C:38]([CH3:39])=[O:40].[K+:6].[O:30]=[CH:31][N:32]([CH3:33])[CH3:34].[OH2:41].[nH:7]1[c:8]([C:12](=[O:13])[O:14][CH3:15])[cH:9][cH:10][cH:11]1>>[n:7]1([CH2:17][C:18](=[O:19])[c:20]2[cH:21][cH:22][c:23]([O:26][CH:27]([F:28])[F:29])[cH:24][cH:25]2)[c:8]([C:12](=[O:13])[O:14][CH3:15])[cH:9][cH:10][cH:11]1. The reactants are CC12CC(c3ccc(OS(=O)(=O)C(F)(F)F)cc3)C3C4CCC5(CC4=CCC3C1CCC2=O)OCCO5, CSc1ccc(B(O)O)cc1, Cc1ccccc1, CCO, [Cl-], [Cl-], [Li+], [Na+], [Na+], [Na+], O=C([O-])[O-]. Reaction SMILES: [CH2:1]1[O:2][C:3]2([CH2:4][C:5]3=[CH:6][CH2:7][CH:8]4[CH:9]5[CH2:10][CH2:11][C:12](=[O:35])[C:13]5([CH3:14])[CH2:15][CH:16]([c:21]5[cH:22][cH:23][c:24]([O:27][S:28]([C:29]([F:30])([F:31])[F:32])(=[O:33])=[O:34])[cH:25][cH:26]5)[CH:17]4[CH:18]3[CH2:19][CH2:20]2)[O:36][CH2:37]1.[CH3:46][S:47][c:48]1[cH:49][cH:50][c:51]([B:54]([OH:55])[OH:56])[cH:52][cH:53]1.[CH3:59][c:60]1[cH:61][cH:62][cH:63][cH:64][cH:65]1.[CH3:66][CH2:67][OH:68].[Cl-:39].[Cl-:58].[Li+:38].[Na+:40].[Na+:41].[Na+:57].[O-:42][C:43](=[O:44])[O-:45]>>[CH2:1]1[O:2][C:3]2([CH2:4][C:5]3=[CH:6][CH2:7][CH:8]4[CH:9]5[CH2:10][CH2:11][C:12](=[O:35])[C:13]5([CH3:14])[CH2:15][CH:16]([c:21]5[cH:22][cH:23][c:24](-[c:51]6[cH:50][cH:49][c:48]([S:47][CH3:46])[cH:53][cH:52]6)[cH:25][cH:26]5)[CH:17]4[CH:18]3[CH2:19][CH2:20]2)[O:36][CH2:37]1. The product is CSc1ccc(-c2ccc(C3CC4(C)C(=O)CCC4C4CC=C5CC6(CCC5C34)OCCO6)cc2)cc1.